From a dataset of the Open Reaction Database (ORD), a public repository of structured organic reaction records. describe an organic reaction: reactants, conditions, products, and yield Starting materials: BrC1=CC(=C(C=C1F)C=CC(=O)O)F (3-(4-bromo-2,5-difluorophenyl)acrylic acid). Reagents/catalysts: C1=CC=C(C=C1)P(C2=CC=CC=C2)C3=CC=CC=C3.C1=CC=C(C=C1)P(C2=CC=CC=C2)C3=CC=CC=C3.C1=CC=C(C=C1)P(C2=CC=CC=C2)C3=CC=CC=C3.[Cl-].[Rh] (chlorotris-(triphenylphosphine)rhodium). Run in C1CCOC1 (THF). Conditions: time 48 hour. The product is BrC1=CC(=C(C=C1F)CCC(=O)O)F (3-(4-Bromo-2,5-difluorophenyl)propanoic acid). As a reaction SMILES: [Br:1][C:2]1[C:7]([F:8])=[CH:6][C:5]([CH:9]=[CH:10][C:11]([OH:13])=[O:12])=[C:4]([F:14])[CH:3]=1>C1COCC1.C1C=CC(P(C2C=CC=CC=2)C2C=CC=CC=2)=CC=1.C1C=CC(P(C2C=CC=CC=2)C2C=CC=CC=2)=CC=1.C1C=CC(P(C2C=CC=CC=2)C2C=CC=CC=2)=CC=1.[Cl-].[Rh]>[Br:1][C:2]1[C:7]([F:8])=[CH:6][C:5]([CH2:9][CH2:10][C:11]([OH:13])=[O:12])=[C:4]([F:14])[CH:3]=1 |f:2.3.4.5.6|. Procedure details: To a solution of 3-(4-bromo-2,5-difluorophenyl)acrylic acid (4.20 g) in THF was added chlorotris-(triphenylphosphine)rhodium (400 mg). The mixture was stirred at room temperature under H2-atmosphere for 48 hours. The mixture was filtered and the filtrate was concentrated. The residue was purified by silica gel column chromatography eluting with DCM/petroleum ether (7:1) to give the subtitle compound as a white solid. MS ESI+: m/z=265 [M+H]+. Starting materials: Cl.COC(CCC1=CC(=CC=C1)CN)=O (3-(3-aminomethyl-phenyl)-propionic acid methyl ester hydrochloride salt), N1=CN=CC(=C1)C1=CC=C(C=O)C=C1 (4-pyrimidin- 5-yl-benzaldehyde). Run in CO (MeOH). Yields the product COC(CCC1=CC(=CC=C1)CNCC1=CC=C(C=C1)C=1C=NC=NC1)=O (3-{3-[(4-Pyrimidin-5-yl-benzylamino)-methyl]-phenyl}propionic acid methyl ester). As a reaction SMILES: Cl.[CH3:2][O:3][C:4](=[O:15])[CH2:5][CH2:6][C:7]1[CH:12]=[CH:11][CH:10]=[C:9]([CH2:13][NH2:14])[CH:8]=1.[N:16]1[CH:21]=[C:20]([C:22]2[CH:29]=[CH:28][C:25]([CH:26]=O)=[CH:24][CH:23]=2)[CH:19]=[N:18][CH:17]=1>CO>[CH3:2][O:3][C:4](=[O:15])[CH2:5][CH2:6][C:7]1[CH:12]=[CH:11][CH:10]=[C:9]([CH2:13][NH:14][CH2:26][C:25]2[CH:24]=[CH:23][C:22]([C:20]3[CH:19]=[N:18][CH:17]=[N:16][CH:21]=3)=[CH:29][CH:28]=2)[CH:8]=1 |f:0.1|. Procedure: The title compound of Step A was prepared from 3-(3-aminomethyl-phenyl)-propionic acid methyl ester hydrochloride salt, of Preparation 44, and 4-pyrimidin- 5-yl-benzaldehyde, of Preparation 26, using the method described in Example 1, Step A except the mine was formed in MeOH at reflux over 2 h. 1H NMR (400 MHz, CDCl3) δ 9.19 (s, 1H), 8.92 (s, 2H), 7.55 (m, 4H), 7.25 (m, 3H), 7.11 (d, 1H), 3.87 (s, 2H), 3.81 (s, 2H), 3.66 (s, 3H), 2.95 (t, 2H), 2.63 (t, 2H); MS 362 (M+1). Reactants: BrCC(=O)C=1C=C(SC1C)C(=S)OC (Methyl 4-(2-bromoacetyl)-5-methylthiothiophene-2-carboxylate), NC(=S)N.C1(=CC=CC=C1)CC1=CC=CC=C1 (diphenylmethane thiourea). The product is Br.C1(=CC=CC=C1)C(C1=CC=CC=C1)NC=1SC=C(N1)C=1C=C(SC1C)C(=S)OC (methyl 4-{2-[(diphenylmethyl)amino](1,3-thiazol-4-yl)}-5-methylthiothiophene-2-carboxylate hydrobromide). The yield is 180.2%. As a reaction SMILES: [Br:1][CH2:2][C:3]([C:5]1[CH:6]=[C:7]([C:11]([O:13][CH3:14])=[S:12])[S:8][C:9]=1[CH3:10])=O.[NH2:15][C:16]([NH2:18])=[S:17].[C:19]1([CH2:25][C:26]2[CH:31]=[CH:30][CH:29]=[CH:28][CH:27]=2)[CH:24]=[CH:23][CH:22]=[CH:21][CH:20]=1>>[BrH:1].[C:19]1([CH:25]([NH:15][C:16]2[S:17][CH:2]=[C:3]([C:5]3[CH:6]=[C:7]([C:11]([O:13][CH3:14])=[S:12])[S:8][C:9]=3[CH3:10])[N:18]=2)[C:26]2[CH:27]=[CH:28][CH:29]=[CH:30][CH:31]=2)[CH:24]=[CH:23][CH:22]=[CH:21][CH:20]=1 |f:1.2,3.4|. Procedure details: Methyl 4-(2-bromoacetyl)-5-methylthiothiophene-2-carboxylate (50 mg, 0.16 mmol) was allowed to react with diphenylmethane thiourea (38 mg) as described in Example 154, step (a), to give 145 mg (100% yield) of methyl 4-{2-[(diphenylmethyl)amino](1,3-thiazol-4-yl)}-5-methylthiothiophene-2-carboxylate hydrobromide after removal of solvent in vacuo. 1H NMR (DMSO-d6, 300 MHz) δ2.50 (s, 3H), 2.80 (s, 3H), 6.13, 6.18 (d, 1H rotomer, J=7.9 Hz), 7.23-7.41 (m, 11H), 8.00, 8.02 (s, 1H rotomer), 8.73, 8.86 ...